Dataset: the Open Reaction Database (ORD), a public repository of structured organic reaction records. Task: describe an organic reaction: reactants, conditions, products, and yield The reactants are C(C)(C)(C)OC(=O)NC=CC=CC (1-(tert.-butyloxycarbonylamino)-1,3-pentadiene), C[Si](N1C(C=CC1=O)=O)(C)C (N-trimethylsilylmaleimide), [H-].[Al+3].[Li+].[H-].[H-].[H-] (lithium aluminiumhydride). Yields the product CC1C=CC(C2CNCC12)NC (7-Methyl-4-methylamino-1,3,3a,4,7,7a-hexahydro-isoindole). As a reaction SMILES: C(O[C:6]([NH:8][CH:9]=[CH:10][CH:11]=[CH:12][CH3:13])=O)(C)(C)C.C[Si](C)(C)[N:16]1[C:20](=O)[CH:19]=[CH:18][C:17]1=O.[H-].[Al+3].[Li+].[H-].[H-].[H-]>>[CH3:13][CH:12]1[CH:19]2[CH:18]([CH2:17][NH:16][CH2:20]2)[CH:9]([NH:8][CH3:6])[CH:10]=[CH:11]1 |f:2.3.4.5.6.7|. Procedure: Analogously to Example A, method I, 21.9 g (0.12 mol) of 1-(tert.-butyloxycarbonylamino)-1,3-pentadiene are reacted with 20.3 g (0.12 mol) of N-trimethylsilylmaleimide and the product is then reduced with 15.2 g (0.4 mol) of lithium aluminiumhydride. The crude product is recrystallised from tetrahydrofuran. The reactants are FC=1C=NN(C1)C1(CC1)C(=O)O (1-(4-Fluoro-1H-pyrazol-1-yl)cyclopropanecarboxylic acid), N1N=CC(=C1)C#N (1H-pyrazole-4-carbonitrile). The product is C(#N)C=1C=NN(C1)C1(CC1)C(=O)O (1-(4-Cyano-1H-pyrazol-1-yl)cyclopropanecarboxylic acid). Reaction SMILES: F[C:2]1[CH:3]=[N:4][N:5]([C:7]2([C:10]([OH:12])=[O:11])[CH2:9][CH2:8]2)[CH:6]=1.[NH:13]1[CH:17]=C(C#N)C=N1>>[C:17]([C:2]1[CH:3]=[N:4][N:5]([C:7]2([C:10]([OH:12])=[O:11])[CH2:9][CH2:8]2)[CH:6]=1)#[N:13]. Procedure details: The title compound was prepared by a method analogous to Intermediate 4 but using 1H-pyrazole-4-carbonitrile in Step 1. 1H NMR (400 MHz, CDCl3) δ 1.65 (m, 2H), 1.89 (m, 2H), 7.80 (s, 1H), 8.02 (s, 1H); MS (ES−) (M−H) 176.4, LCMS retention time: 1.04 minutes (Method M). The reactants are C(C)SSCC (diethyl disulfide), [O-]S(=O)(=O)[O-].[Na+].[Na+] (Na2SO4), Br (HBr). Yields the product C(C)SSCC (diethyl disulfide), OS(=O)(=O)O (H2SO4), CSSC (DMDS). RXN SMILES: Br.[CH2:2]([S:4][S:5][CH2:6][CH3:7])[CH3:3].[O-:8][S:9]([O-:12])(=[O:11])=[O:10].[Na+].[Na+]>>[CH2:2]([S:4][S:5][CH2:6][CH3:7])[CH3:3].[OH:11][S:9]([OH:12])(=[O:10])=[O:8].[CH3:2][S:4][S:5][CH3:6] |f:2.3.4|. Procedure: The HBr catalyzed oxidation of diethyl disulfide was carried out at 110° C. With the same concentration as above except for a concentration of 0.0356 M HBr catalyst, the oxidation was complete in 33/4 hours. The yield as the crude sodium sulfonate salt after neutralization was 82% with correction for Na2SO4. The oxidation of diethyl disulfide produced more H2SO4 than that of DMDS. The yields of H2SO4 were 8% with I2 catalysis and 0.6% with HBr catalysis. Starting materials: NC[C@@H]1[C@H]2CC(C[C@H]2CN1C(=O)C=1N=C(SC1C=1C=C(C=CC1)C)C)C ([(1S,2S,5R)-2-aminomethyl-7-methyl-3-aza-bicyclo[3.3.0]oct-3-yl]-(2-methyl-5-m-tolyl-thiazol-4-yl)-methanone), CC=1C=C(C(=O)O)C=CN1 (2-methyl-isonicotinic acid). Yields the product CC=1C=C(C(=O)NC[C@@H]2[C@H]3CC(C[C@H]3CN2C(=O)C=2N=C(SC2C=2C=C(C=CC2)C)C)C)C=CN1 ((1S,2S,5R)-2-Methyl-N-[7-Methyl-3-(2-methyl-5-m-tolyl-thiazole-4-carbonyl)-3-aza-bicyclo[3.3.0]oct-2-ylmethyl]-isonicotinamide). RXN SMILES: [NH2:1][CH2:2][C@H:3]1[N:10]([C:11]([C:13]2[N:14]=[C:15]([CH3:25])[S:16][C:17]=2[C:18]2[CH:19]=[C:20]([CH3:24])[CH:21]=[CH:22][CH:23]=2)=[O:12])[CH2:9][C@H:8]2[C@@H:4]1[CH2:5][CH:6]([CH3:26])[CH2:7]2.[CH3:27][C:28]1[CH:29]=[C:30]([CH:34]=[CH:35][N:36]=1)[C:31](O)=[O:32]>>[CH3:27][C:28]1[CH:29]=[C:30]([CH:34]=[CH:35][N:36]=1)[C:31]([NH:1][CH2:2][C@H:3]1[N:10]([C:11]([C:13]2[N:14]=[C:15]([CH3:25])[S:16][C:17]=2[C:18]2[CH:19]=[C:20]([CH3:24])[CH:21]=[CH:22][CH:23]=2)=[O:12])[CH2:9][C@H:8]2[C@@H:4]1[CH2:5][CH:6]([CH3:26])[CH2:7]2)=[O:32]. Procedure: prepared by reaction of [(1S,2S,5R)-2-aminomethyl-7-methyl-3-aza-bicyclo[3.3.0]oct-3-yl]-(2-methyl-5-m-tolyl-thiazol-4-yl)-methanone with 2-methyl-isonicotinic acid. Starting materials: CS(=O)(=O)OCCC=1OC2=C(C1)C=C(C=C2)C2=NC=C(C=C2)C(=O)N2CCOCC2 (2-{5-[5-(4-morpholinylcarbonyl)-2-pyridinyl]-1-benzofuran-2-yl}ethyl methanesulfonate), C(C)(C)NC (isopropyl(methyl)amine). Yields the product C(C)(C)N(CCC=1OC2=C(C1)C=C(C=C2)C2=NC=C(C=C2)C(=O)N2CCOCC2)C (N-isopropyl-N-methyl-N-(2-{5-[5-(4-morpholinylcarbonyl)-2-pyridinyl]-1-benzofuran-2-yl}ethyl)amine). RXN SMILES: CS(O[CH2:6][CH2:7][C:8]1[O:9][C:10]2[CH:16]=[CH:15][C:14]([C:17]3[CH:22]=[CH:21][C:20]([C:23]([N:25]4[CH2:30][CH2:29][O:28][CH2:27][CH2:26]4)=[O:24])=[CH:19][N:18]=3)=[CH:13][C:11]=2[CH:12]=1)(=O)=O.[CH:31]([NH:34][CH3:35])([CH3:33])[CH3:32]>>[CH:31]([N:34]([CH3:35])[CH2:6][CH2:7][C:8]1[O:9][C:10]2[CH:16]=[CH:15][C:14]([C:17]3[CH:22]=[CH:21][C:20]([C:23]([N:25]4[CH2:26][CH2:27][O:28][CH2:29][CH2:30]4)=[O:24])=[CH:19][N:18]=3)=[CH:13][C:11]=2[CH:12]=1)([CH3:33])[CH3:32]. Reported procedure: The product from Example 44E and isopropyl(methyl)amine were processed as described in Example 1D to provide the titled compound. 1H NMR (300 MHz, CD3OD) δ 8.70 (m, 1H), 8.24 (d, J=1.8 Hz, 1H), 7.96 (m, 3H), 7.59 (d, J=8.7 Hz, 1H), 6.85 (s, 1H), 3.3-3.8 (m, 13H), 2.88 (s, 3H), 1.40 (d, 6.3 Hz, 3H), 1.36 (d, 6.3 Hz, 3H); MS (DCI) m/z 408 (M+H)+; The reactants are CC(=O)Cl, CCO, ClCc1ccc(Cl)cc1, C1CNCCNC1. Yields the product Clc1ccc(CN2CCCNCC2)cc1. Reaction SMILES: [CH3:1][C:2](=[O:3])[Cl:4].[CH3:21][CH2:22][OH:23].[Cl:12][c:13]1[cH:14][cH:15][c:16]([CH2:17][Cl:18])[cH:19][cH:20]1.[NH:5]1[CH2:6][CH2:7][NH:8][CH2:9][CH2:10][CH2:11]1>>[N:5]1([CH2:17][c:16]2[cH:15][cH:14][c:13]([Cl:12])[cH:20][cH:19]2)[CH2:6][CH2:7][NH:8][CH2:9][CH2:10][CH2:11]1. Starting materials: O (Water), [OH-].[Na+] (sodium hydroxide), COC1=C(C=CC(=N1)C=1N=C(NN1)C(CCC(=O)OCC)C1=C(C=CC=C1)C(F)(F)F)N1C=NC(=C1)C (Ethyl 4-[5-[6-methoxy-5-(4-methyl-imidazol-1-yl)-pyridin-2-yl]-2H-[1,2,4]-triazol-3-yl]-4-(2-trifluoromethylphenyl)-butyrate). The solvent is O1CCCC1 (tetrahydrofuran). Run at time 3 hour. Product: COC1=C(C=CC(=N1)C=1N=C(NN1)C(CCC(=O)O)C1=C(C=CC=C1)C(F)(F)F)N1C=NC(=C1)C (4-[5-[6-methoxy-5-(4-methyl-imidazol-1-yl)-pyridin-2-yl]-2H-[1,2,4]-triazol-3-yl]-4-(2-trifluoromethylphenyl)-butyric acid). Yield: 59.5%. As a reaction SMILES: [CH3:1][O:2][C:3]1[N:8]=[C:7]([C:9]2[N:10]=[C:11]([CH:14]([C:22]3[CH:27]=[CH:26][CH:25]=[CH:24][C:23]=3[C:28]([F:31])([F:30])[F:29])[CH2:15][CH2:16][C:17]([O:19]CC)=[O:18])[NH:12][N:13]=2)[CH:6]=[CH:5][C:4]=1[N:32]1[CH:36]=[C:35]([CH3:37])[N:34]=[CH:33]1.O.[OH-].[Na+]>O1CCCC1>[CH3:1][O:2][C:3]1[N:8]=[C:7]([C:9]2[N:10]=[C:11]([CH:14]([C:22]3[CH:27]=[CH:26][CH:25]=[CH:24][C:23]=3[C:28]([F:30])([F:29])[F:31])[CH2:15][CH2:16][C:17]([OH:19])=[O:18])[NH:12][N:13]=2)[CH:6]=[CH:5][C:4]=1[N:32]1[CH:36]=[C:35]([CH3:37])[N:34]=[CH:33]1 |f:2.3|. Reported procedure: Ethyl 4-[5-[6-methoxy-5-(4-methyl-imidazol-1-yl)-pyridin-2-yl]-2H-[1,2,4]-triazol-3-yl]-4-(2-trifluoromethylphenyl)-butyrate (370 mg) was dissolved in tetrahydrofuran (1 ml). Water (1 ml) and 5 N sodium hydroxide (1 ml) were added and the reaction was initiated. After three hours, the reaction solution was partitioned with diethyl ether and water. The resulting aqueous layer was neutralized with 5 N hydrochloric acid and extracted with methylene chloride twice. Concentration under reduced pressu...